Task: describe an organic reaction: reactants, conditions, products, and yield. Dataset: the Open Reaction Database (ORD), a public repository of structured organic reaction records Reactants: BrC=1C=C2CCC(C2=CC1OC)=O (5-bromo-6-methoxy-2,3-dihydro-1H-inden-1-one), FC(SC1=CC=C(C=O)C=C1)(F)F (4-((trifluoromethyl)thio)benzaldehyde), CC=1C=CC(=CC1)S(=O)(=O)O (PTSA). Solvent: C(C)(=O)OCC (ethyl acetate), C1(=CC=CC=C1)C (toluene). Reaction conditions: temperature 120 celsius, time 6 hour. Product: BrC=1C=C2C\C(\C(C2=CC1OC)=O)=C/C1=CC=C(C=C1)SC(F)(F)F ((E)-5-bromo-6-methoxy-2-(4-((trifluoromethyl)thio)benzylidene)-2,3-dihydro-1H-inden-1-one). As a reaction SMILES: [Br:1][C:2]1[CH:3]=[C:4]2[C:8](=[CH:9][C:10]=1[O:11][CH3:12])[C:7](=[O:13])[CH2:6][CH2:5]2.[F:14][C:15]([F:26])([F:25])[S:16][C:17]1[CH:24]=[CH:23][C:20]([CH:21]=O)=[CH:19][CH:18]=1.CC1C=CC(S(O)(=O)=O)=CC=1>C1(C)C=CC=CC=1.C(OCC)(=O)C>[Br:1][C:2]1[CH:3]=[C:4]2[C:8](=[CH:9][C:10]=1[O:11][CH3:12])[C:7](=[O:13])/[C:6](=[CH:21]/[C:20]1[CH:23]=[CH:24][C:17]([S:16][C:15]([F:26])([F:14])[F:25])=[CH:18][CH:19]=1)/[CH2:5]2. Procedure details: To a solution of 11 (250 mg, 1.04 mol) in toluene 15 mL was added 4-((trifluoromethyl)thio)benzaldehyde 72 (235 mg, 1.144 mol). PTSA (357 mg, 2.08 mol) was added to the reaction mass, which was stirred at 120° C. for 6 h, diluted with ethyl acetate and washed with water (3×25 mL). The organic layer was dried over sodium sulphate and concentrated to get the crude compound 104 which was purified through flash chromatography by using 100-200 mesh silica gel. The compound 104 was eluted at 10% ethyl... Starting materials: [OH-].[Na+] (NaOH), C(C)OC(=O)C1=CN(C(C=C1NC1=C(C=C(C=C1)CC)F)=O)C (4-(4-Ethyl-2-fluoro-phenylamino)-1-methyl-6-oxo-1,6-dihydro-pyridine-3-carboxylic acid ethyl ester), ester. The solvent is CCO (EtOH). Run at temperature 90 celsius, time 2 hour. Yields the product C(C)C1=CC(=C(C=C1)NC=1C(=CN(C(C1)=O)C)C(=O)O)F (4-(4-Ethyl-2-fluoro-phenylamino)-1-methyl-6-oxo-1,6-dihydro-pyridine-3-carboxylic acid). Yield: 98.9%. Reaction SMILES: C([O:3][C:4]([C:6]1[C:11]([NH:12][C:13]2[CH:18]=[CH:17][C:16]([CH2:19][CH3:20])=[CH:15][C:14]=2[F:21])=[CH:10][C:9](=[O:22])[N:8]([CH3:23])[CH:7]=1)=[O:5])C.[OH-].[Na+]>CCO>[CH2:19]([C:16]1[CH:17]=[CH:18][C:13]([NH:12][C:11]2[C:6]([C:4]([OH:5])=[O:3])=[CH:7][N:8]([CH3:23])[C:9](=[O:22])[CH:10]=2)=[C:14]([F:21])[CH:15]=1)[CH3:20] |f:1.2|. Reported procedure: 4-(4-Ethyl-2-fluoro-phenylamino)-1-methyl-6-oxo-1,6-dihydro-pyridine-3-carboxylic acid ethyl ester (9.20 g, 28.90 mmol) was dissolved in EtOH (100 mL) and treated with NaOH (3.50 g, 86.70 mmol). This mixture was stirred at 90° C. for 2 hours to hydrolyze the ester as in Example 1, alternate Step C to give 4-(4-Ethyl-2-fluoro-phenylamino)-1-methyl-6-oxo-1,6-dihydro-pyridine-3-carboxylic acid as a white solid (8.30 g, 98%). 1H NMR [(CD3)2SO, 400 MHz] δ 13.21 (v br s, 1H), 9.41 (s, 1H), 8.49 (s, 1H... Starting materials: COCC(CC)(OC)C1=CC(=CC(=C1)F)O (2-(5-fluoro-3-hydroxyphenyl)-2-methoxybut-1-yl methyl ether), BrCC1=CC2=CC(=CC=C2C=C1)F (2-bromomethyl-7-fluoronaphthalene). Product: COCC(CC)(OC)C1=CC(=CC(=C1)F)OCC1=CC2=CC(=CC=C2C=C1)F (2-[5-fluoro-3-(7-fluoronaphth2-ylmethoxy)phenyl]-2-methoxybut-1-yl methyl ether). The yield is 76.0%. As a reaction SMILES: [CH3:1][O:2][CH2:3][C:4]([C:9]1[CH:14]=[C:13]([F:15])[CH:12]=[C:11]([OH:16])[CH:10]=1)([O:7][CH3:8])[CH2:5][CH3:6].Br[CH2:18][C:19]1[CH:28]=[CH:27][C:26]2[C:21](=[CH:22][C:23]([F:29])=[CH:24][CH:25]=2)[CH:20]=1>>[CH3:1][O:2][CH2:3][C:4]([C:9]1[CH:14]=[C:13]([F:15])[CH:12]=[C:11]([O:16][CH2:18][C:19]2[CH:28]=[CH:27][C:26]3[C:21](=[CH:22][C:23]([F:29])=[CH:24][CH:25]=3)[CH:20]=2)[CH:10]=1)([O:7][CH3:8])[CH2:5][CH3:6]. Procedure: Using the procedure described in Example 12, 2-(5-fluoro-3-hydroxyphenyl)-2-methoxybut-1-yl methyl ether was reacted with 2-bromomethyl-7-fluoronaphthalene to give 2-[5-fluoro-3-(7-fluoronaphth2-ylmethoxy)phenyl]-2-methoxybut-1-yl methyl ether in 76% yield, as an oil.